This data is from the Open Reaction Database (ORD), a public repository of structured organic reaction records. The task is: describe an organic reaction: reactants, conditions, products, and yield The reactants are CCOC(=O)CBr, [H-], CC(C)(C)OC(=O)Cc1cccc2[nH]cc([N+](=O)[O-])c12, [Na+], CN(C)C=O. Yields the product CCOC(=O)Cn1cc([N+](=O)[O-])c2c(CC(=O)OC(C)(C)C)cccc21. RXN SMILES: [Br:23][CH2:24][C:25](=[O:26])[O:27][CH2:28][CH3:29].[H-:21].[N+:1](=[O:2])([O-:3])[c:4]1[cH:5][nH:6][c:7]2[cH:8][cH:9][cH:10][c:11]([CH2:13][C:14](=[O:15])[O:16][C:17]([CH3:18])([CH3:19])[CH3:20])[c:12]12.[Na+:22].[O:30]=[CH:31][N:32]([CH3:33])[CH3:34]>>[N+:1](=[O:2])([O-:3])[c:4]1[cH:5][n:6]([CH2:24][C:25](=[O:26])[O:27][CH2:28][CH3:29])[c:7]2[cH:8][cH:9][cH:10][c:11]([CH2:13][C:14](=[O:15])[O:16][C:17]([CH3:18])([CH3:19])[CH3:20])[c:12]12. Starting materials: CC(C)([O-])C.[K+] (potassium t-butoxide), COC1=CC=C(CNC2=NC=C(C=C2)C)C=C1 (N-(4-methoxybenzyl)-5-methylpyridin-2-amine), BrC=1C=2N(N=C(C1)Cl)C=CN2 (8-bromo-6-chloroimidazo[1,2-b]pyridazine). Solvent: C1CCOC1 (THF). Conditions: temperature 25 celsius. The product is ClC=1C=C(C=2N(N1)C=CN2)N(C2=NC=C(C=C2)C)CC2=CC=C(C=C2)OC (6-chloro-N-(4-methoxybenzyl)-N-(5-methylpyridin-2-yl)imidazo[1,2-b]pyridazin-8-amine). The yield is 0.1%. Reaction SMILES: [CH3:1][O:2][C:3]1[CH:17]=[CH:16][C:6]([CH2:7][NH:8][C:9]2[CH:14]=[CH:13][C:12]([CH3:15])=[CH:11][N:10]=2)=[CH:5][CH:4]=1.CC(C)([O-])C.[K+].Br[C:25]1[C:26]2[N:27]([CH:32]=[CH:33][N:34]=2)[N:28]=[C:29]([Cl:31])[CH:30]=1>C1COCC1>[Cl:31][C:29]1[CH:30]=[C:25]([N:8]([CH2:7][C:6]2[CH:5]=[CH:4][C:3]([O:2][CH3:1])=[CH:17][CH:16]=2)[C:9]2[CH:14]=[CH:13][C:12]([CH3:15])=[CH:11][N:10]=2)[C:26]2[N:27]([CH:32]=[CH:33][N:34]=2)[N:28]=1 |f:1.2|. Procedure: To a flask was added N-(4-methoxybenzyl)-5-methylpyridin-2-amine (147 g, 645 mmol) in THF (5 mL) at 25° C. The solution was stirred at 25° C. and potassium t-butoxide (1936 mL, 1936 mmol) was added. The reaction solution was stirred at 25° C. for 30 minutes. Next, 8-bromo-6-chloroimidazo[1,2-b]pyridazine (150 g, 645 mmol, Example 1 from WO 2007/038314) was added and the reaction solution was stirred at room temperature for 1 hour. The reaction was quenched with ethyl acetate and the solvent was ... Reactants: C(C1=CC=CC=C1)OC(=O)N\C(\C(=O)OC)=C/C=1SC=CC1 (Methyl (2Z)-2-{[(benzyloxy)carbonyl]amino}-3-(2-thienyl)acrylate), aldehyde, FC=1C=C(C=C(C1)F)CC(=O)N[C@H](C(=O)N[C@@H]1C(NCCS[C@@H]1C1=CC=CC=C1)=O)C1=CC=CC=C1 ((2S)-2-[(3,5-Difluorophenyl)acetyl]amino-N-[(6R,7R)-5-oxo-7-phenyl-1,4-thiazepan-6-yl]-2-phenylacetamide), BrC=1C=C(SC1)C=O (4-bromo-2-thiphenecarboxaldehyde). The product is C(C1=CC=CC=C1)OC(=O)N\C(\C(=O)OC)=C/C=1SC=C(C1)Br (Methyl (2Z)-2-{[(benzyloxy)carbonyl]amino}-3-(4-bromo-2-thienyl)acrylate). RXN SMILES: [CH2:1]([O:8][C:9]([NH:11]/[C:12](=[CH:17]\[C:18]1[S:19][CH:20]=[CH:21][CH:22]=1)/[C:13]([O:15][CH3:16])=[O:14])=[O:10])[C:2]1[CH:7]=[CH:6][CH:5]=[CH:4][CH:3]=1.FC1C=C(CC(N[C@@H](C2C=CC=CC=2)C(N[C@H]2[C@@H](C3C=CC=CC=3)SCCNC2=O)=O)=O)C=C(F)C=1.[Br:59]C1C=C(C=O)SC=1>>[CH2:1]([O:8][C:9]([NH:11]/[C:12](=[CH:17]\[C:18]1[S:19][CH:20]=[C:21]([Br:59])[CH:22]=1)/[C:13]([O:15][CH3:16])=[O:14])=[O:10])[C:2]1[CH:3]=[CH:4][CH:5]=[CH:6][CH:7]=1. Procedure: A method similar to that used for the preparation of (99a) was used except that the reaction product was passed through a Dowex ion exchange resin 50×2-200 and 4-bromo-2-thiphenecarboxaldehyde (955 mg) was used as the aldehyde component to afford the desired product (1.52 g ). 1H NMR (300 MHz, CDCl3) δ 3.79 (s, 3H), 5.24 (s, 2H), 5.99 (br., 1H), 7.20-7.37 (m, 7H), 7.67 (s, 1H). LC/MS: 2.37 min. Starting materials: C1(=CC=CC=C1)C#C (phenylacetylene), FC(C(C(C(C(C(F)(F)F)(F)F)(F)F)(F)F)(F)F)(F)I (perfluoro-n-hexyl iodide), O.O.O.[F-].C(CCC)[N+](CCCC)(CCCC)CCCC (tetra-n-butylammonium fluoride trihydrate), C1(=CC=CC=C1)C#C (phenylacetylene). The product is IC#CC1=CC=CC=C1 (1-iodo-2phenylacetylene). The yield is 55.3%. As a reaction SMILES: [C:1]1([C:7]#[CH:8])[CH:6]=[CH:5][CH:4]=[CH:3][CH:2]=1.FC([I:28])(F)C(F)(F)C(F)(F)C(F)(F)C(F)(F)C(F)(F)F.O.O.O.[F-].C([N+](CCCC)(CCCC)CCCC)CCC>>[I:28][C:8]#[C:7][C:1]1[CH:6]=[CH:5][CH:4]=[CH:3][CH:2]=1 |f:2.3.4.5.6|. Procedure details: In a 10 mL round-bottom flask, 1.02 g of phenylacetylene (10 mmol), 4.46 g of perfluoro-n-hexyl iodide (10 mmol), and 300 mg of tetra-n-butylammonium fluoride trihydrate (0.948 mmol) were mixed at 24° C. for 1 h. Gas chromatographic analysis of the resulting mixture showed that it contained 1.26 g of 1-iodo-2phenylacetylene (55% yield) and 0.45 g of unconverted phenylacetylene.